Dataset: the Open Reaction Database (ORD), a public repository of structured organic reaction records. Task: describe an organic reaction: reactants, conditions, products, and yield Reactants: 4a, COC1=CC=C(C=C1)C=1OC2=C(C1C(C1=CC=C(C=C1)O)=O)C=CC(=C2)OC (2-(4-methoxyphenyl)-3-(4-hydroxybenzoyl)-6-methoxybenzofuran), C(C)(C)N(C(C)C)CCCl (2-(N,N-diisopropylamino)ethyl chloride), C([O-])([O-])=O.[K+].[K+] (potassium carbonate). Run in CN(C=O)C (N,N-dimethylformamide). Reaction conditions: temperature 100 celsius. The product is COC1=CC=C(C=C1)C=1OC2=C(C1C(C1=CC=C(C=C1)OCCN(C(C)C)C(C)C)=O)C=CC(=C2)OC (2-(4-methoxyphenyl)-3-[4-[2-(diisopropylamino)ethoxy]benzoyl]-6-methoxybenzofuran). As a reaction SMILES: [CH3:1][O:2][C:3]1[CH:8]=[CH:7][C:6]([C:9]2[O:10][C:11]3[CH:26]=[C:25]([O:27][CH3:28])[CH:24]=[CH:23][C:12]=3[C:13]=2[C:14](=[O:22])[C:15]2[CH:20]=[CH:19][C:18]([OH:21])=[CH:17][CH:16]=2)=[CH:5][CH:4]=1.[CH:29]([N:32]([CH2:36][CH2:37]Cl)[CH:33]([CH3:35])[CH3:34])([CH3:31])[CH3:30].C(=O)([O-])[O-].[K+].[K+]>CN(C)C=O>[CH3:1][O:2][C:3]1[CH:8]=[CH:7][C:6]([C:9]2[O:10][C:11]3[CH:26]=[C:25]([O:27][CH3:28])[CH:24]=[CH:23][C:12]=3[C:13]=2[C:14](=[O:22])[C:15]2[CH:20]=[CH:19][C:18]([O:21][CH2:37][CH2:36][N:32]([CH:33]([CH3:35])[CH3:34])[CH:29]([CH3:31])[CH3:30])=[CH:17][CH:16]=2)=[CH:5][CH:4]=1 |f:2.3.4|. Reported procedure: The title compound was prepared by reacting the compound of Preparation 4a supra, 2-(4-methoxyphenyl)-3-(4-hydroxybenzoyl)-6-methoxybenzofuran (10 g, 26.7 mmol) which is dissolved in 200 ml of N,N-dimethylformamide with 2-(N,N-diisopropylamino)ethyl chloride (6.4 g, 32 mmol) and potassium carbonate (11.06 g, 80.2 mmol). The mixture was heated to 100° C. and was maintained at that temperature for about two hours. The reaction mixture was then cooled to room temperature and maintained at this temp... Procedure details: The title compound was prepared according to the procedure for Example 102 using diethyl (4-{[4-chloro-5-(trifluoromethyl)pyrimidin-2-yl]amino}benzyl)phosphonate (50.0 mg, 0.118 mmol) and 7-amino-4-bromo-2-methyl-2,3-dihydro-1H-isoindol-1-one (34.14 mg, 0.1416 mmol). The reaction mixture was concentrated under reduced pressure to yield a yellow oil which was purified on an ISCO Combiflash system using (DCM/MeOH 100:0→95:5) as eluent to isolate 28.1 mg of the title compound (38%). 1H NMR (400 MHz... As a reaction SMILES: Cl[C:2]1[C:7]([C:8]([F:11])([F:10])[F:9])=[CH:6][N:5]=[C:4]([NH:12][C:13]2[CH:27]=[CH:26][C:16]([CH2:17][P:18](=[O:25])([O:22][CH2:23][CH3:24])[O:19][CH2:20][CH3:21])=[CH:15][CH:14]=2)[N:3]=1.[NH2:28][C:29]1[CH:30]=[CH:31][C:32]([Br:40])=[C:33]2[C:37]=1[C:36](=[O:38])[N:35]([CH3:39])[CH2:34]2>>[Br:40][C:32]1[CH:31]=[CH:30][C:29]([NH:28][C:2]2[C:7]([C:8]([F:10])([F:11])[F:9])=[CH:6][N:5]=[C:4]([NH:12][C:13]3[CH:14]=[CH:15][C:16]([CH2:17][P:18](=[O:25])([O:19][CH2:20][CH3:21])[O:22][CH2:23][CH3:24])=[CH:26][CH:27]=3)[N:3]=2)=[C:37]2[C:33]=1[CH2:34][N:35]([CH3:39])[C:36]2=[O:38]. The yield is 37.9%. Yields the product BrC=1C=CC(=C2C(N(CC12)C)=O)NC1=NC(=NC=C1C(F)(F)F)NC1=CC=C(CP(OCC)(OCC)=O)C=C1 (Diethyl [4-({4-[(7-bromo-2-methyl-3-oxo-2,3-dihydro-1H-isoindol-4-yl)amino]-5-(trifluoromethyl)pyrimidin-2-yl}amino)benzyl]phosphonate). The reactants are ClC1=NC(=NC=C1C(F)(F)F)NC1=CC=C(CP(OCC)(OCC)=O)C=C1 (diethyl (4-{[4-chloro-5-(trifluoromethyl)pyrimidin-2-yl]amino}benzyl)phosphonate), NC=1C=CC(=C2CN(C(C12)=O)C)Br (7-amino-4-bromo-2-methyl-2,3-dihydro-1H-isoindol-1-one). Reactants: NC1=NC(=C(C(=N1)Cl)C#N)C (2-amino-4-chloro-6-methylpyrimidine-5-carbonitrile), N[C@@H](C)C1=C(C=C2C(=N1)C=CN2C)NC2CCN(CC2)C(=O)OC(C)(C)C (tert-butyl (S)-4-((5-(1-aminoethyl)-1-methyl-1H-pyrrolo[3,2-b]pyridin-6-yl)amino)piperidine-1-carboxylate), CCN(C(C)C)C(C)C (DIPEA). Reagents/catalysts: CC(=O)O (HOAc). Solvent: C(C)#N (ACN). Run at temperature 75 celsius, time 1 hour. Yields the product NC1=NC(=C(C(=N1)N[C@@H](C)C1=C(C=C2C(=N1)C=CN2C)NC2CCN(CC2)C(=O)OC(C)(C)C)C#N)C (tert-Butyl (S)-4-((5-(1-((2-amino-5-cyano-6-methylpyrimidin-4-yl)amino)ethyl)-1-methyl-1H-pyrrolo[3,2-b]pyridin-6-yl)amino)piperidine-1-carboxylate). RXN SMILES: [NH2:1][C@H:2]([C:4]1[N:9]=[C:8]2[CH:10]=[CH:11][N:12]([CH3:13])[C:7]2=[CH:6][C:5]=1[NH:14][CH:15]1[CH2:20][CH2:19][N:18]([C:21]([O:23][C:24]([CH3:27])([CH3:26])[CH3:25])=[O:22])[CH2:17][CH2:16]1)[CH3:3].[NH2:28][C:29]1[N:34]=[C:33](Cl)[C:32]([C:36]#[N:37])=[C:31]([CH3:38])[N:30]=1.CCN(C(C)C)C(C)C>CC(O)=O.C(#N)C>[NH2:28][C:29]1[N:34]=[C:33]([NH:1][C@H:2]([C:4]2[N:9]=[C:8]3[CH:10]=[CH:11][N:12]([CH3:13])[C:7]3=[CH:6][C:5]=2[NH:14][CH:15]2[CH2:20][CH2:19][N:18]([C:21]([O:23][C:24]([CH3:26])([CH3:25])[CH3:27])=[O:22])[CH2:17][CH2:16]2)[CH3:3])[C:32]([C:36]#[N:37])=[C:31]([CH3:38])[N:30]=1. Reported procedure: To crude tert-butyl (S)-4-((5-(1-aminoethyl)-1-methyl-1H-pyrrolo[3,2-b]pyridin-6-yl)amino)piperidine-1-carboxylate was added HOAc (2 drops), followed by ACN (2 mL), 2-amino-4-chloro-6-methylpyrimidine-5-carbonitrile (0.083 g, 0.493 mmol), and DIPEA (0.344 mL, 1.970 mmol). The reaction mixture was stirred at 75° C. for 1 hour. LCMS showed the reaction was complete, though messy. The volatiles were removed by N2 flow. The crude title compound was used without further purification. ESI-MS m/z [M+H]... The reactants are [Al+3], O=C(Cl)c1ccccc1, [Cl-], [Cl-], [Cl-], ClCCCl, Cl, CCOC(=O)C1=Cc2ccccc2OC1C(F)(F)F. Product: CCOC(=O)C1=Cc2cc(C(=O)c3ccccc3)ccc2OC1C(F)(F)F. As a reaction SMILES: [Al+3:21].[C:24]([c:25]1[cH:26][cH:27][cH:28][cH:29][cH:30]1)(=[O:31])[Cl:32].[Cl-:20].[Cl-:22].[Cl-:23].[Cl:34][CH2:35][CH2:36][Cl:37].[ClH:33].[F:1][C:2]([CH:3]1[O:4][c:5]2[c:6]([cH:14][cH:15][cH:16][cH:17]2)[CH:7]=[C:8]1[C:9](=[O:10])[O:11][CH2:12][CH3:13])([F:18])[F:19]>>[F:1][C:2]([CH:3]1[O:4][c:5]2[c:6]([cH:14][c:15]([C:24]([c:25]3[cH:26][cH:27][cH:28][cH:29][cH:30]3)=[O:31])[cH:16][cH:17]2)[CH:7]=[C:8]1[C:9](=[O:10])[O:11][CH2:12][CH3:13])([F:18])[F:19]. The reactants are O[C@@H]1[C@]2(O[C@H]([C@@H]1OC2)N2C(=O)NC(=O)C(C)=C2)CO ((1S,3R,4R,7S)-7-Hydroxy-1-hydroxymethyl-3-(thymin-1-yl)-2,5-dioxabicyclo[2.2.1]heptane), C(C)(=O)OC(C)=O (acetic anhydride), C(C)O (ethanol). The reagents and catalysts are CN(C)C=1C=CN=CC1 (DMAP). The solvent is N1=CC=CC=C1 (pyridine). Conditions: time 2 hour. Yields the product C(C)(=O)O[C@@H]1[C@@]2(O[C@H]([C@@H]1OC2)N2C(=O)NC(=O)C(C)=C2)COC(C)=O ((1S,3R,4R,7S)-7-Acetoxy-1-acetoxymethyl-3-(thymin-1-yl)-2,5-dioxabicyclo[2.2.1]-heptane), material. Isolated yield 90.0%. RXN SMILES: [OH:1][C@H:2]1[C@H:6]2[O:7][CH2:8][C@:3]1([CH2:18][OH:19])[O:4][C@H:5]2[N:9]1[CH:17]=[C:15]([CH3:16])[C:13](=[O:14])[NH:12][C:10]1=[O:11].[C:20](OC(=O)C)(=[O:22])[CH3:21].[CH2:27]([OH:29])[CH3:28]>N1C=CC=CC=1.CN(C1C=CN=CC=1)C>[C:20]([O:1][C@H:2]1[C@H:6]2[O:7][CH2:8][C@@:3]1([CH2:18][O:19][C:27](=[O:29])[CH3:28])[O:4][C@H:5]2[N:9]1[CH:17]=[C:15]([CH3:16])[C:13](=[O:14])[NH:12][C:10]1=[O:11])(=[O:22])[CH3:21]. Reported procedure: To a stirred solution of nucleoside 37 (209.8 mg, 0.78 mmol) in anhydrous pyridine (2.5 cm3) was added acetic anhydride (0.3 cm3, 3.23 mmol) and a catalytic amount of DMAP (5 mg). After stirring for 2 h, ethanol was added (4 cm3) and the mixture was evaporated under reduced pressure. The residue was redissolved in dichloromethane and washed with a saturated aqueous solution of sodium hydrogencarbonate (7 cm3). The organic phase was dried (Na2SO4), and evaporated under reduced pressure. The resid... The reactants are [O-]P(=O)([O-])[O-].[K+].[K+].[K+] (K3PO4), C(CO)O (ethylene glycol), C[C@H](C1=CC=CC=C1)N ((R)-α-methylbenzylamine), IC1=CC=CC=C1 (iodobenzene). The reagents and catalysts are [Cu]I (copper(I) iodide). Solvent: CC(C)O (2-propanol), CCCCCC.C(C)(=O)OCC (hexane ethyl acetate). The product is C1(=CC=CC=C1)N[C@@H](C1=CC=CC=C1)C ((R)-N-(phenyl)-α-methylbenzylamine). Yield: 76.0%. Reaction SMILES: [O-]P([O-])([O-])=O.[K+].[K+].[K+].[CH3:9][C@@H:10]([NH2:17])[C:11]1[CH:16]=[CH:15][CH:14]=[CH:13][CH:12]=1.I[C:19]1[CH:24]=[CH:23][CH:22]=[CH:21][CH:20]=1.C(O)CO>[Cu]I.CCCCCC.C(OCC)(=O)C.CC(O)C>[C:19]1([NH:17][C@H:10]([CH3:9])[C:11]2[CH:16]=[CH:15][CH:14]=[CH:13][CH:12]=2)[CH:24]=[CH:23][CH:22]=[CH:21][CH:20]=1 |f:0.1.2.3,8.9|. Procedure details: The general procedure under argon was followed using copper(I) iodide (10 mg, 0.05 mmol), K3PO4 (425 mg, 2.00 mmol), (R)-α-methylbenzylamine (155 μL, 1.20 mmol), iodobenzene (112 μL, 1.00 mmol), ethylene glycol (111 μL, 2.00 mmol) and 2-propanol (1.0 mL). Column chromatography using a solvent mixture (hexane/ethyl acetate=20/1, Rf=0.5) afforded (R)-N-(phenyl)-α-methylbenzylamine (150 mg, 76% isolated yield, 99% ee) as colorless liquid. HPLC conditions: (column: Daicel OD-H; solvent: 10% iPrOH in... The reactants are COc1ccc(N(C)c2ccccc2)c(NC(=O)C2CCN(C)CC2)c1, O=C(Nc1ccccc1)C1CCNCC1. Yields the product COc1ccc2c(c1)N=C(C1CCN(C)CC1)c1ccccc1N2C. Reaction SMILES: [CH3:1][O:2][c:3]1[cH:4][cH:5][c:6]([N:19]([c:20]2[cH:21][cH:22][cH:23][cH:24][cH:25]2)[CH3:26])[c:7]([NH:8][C:9]([CH:10]2[CH2:11][CH2:12][N:13]([CH3:16])[CH2:14][CH2:15]2)=[O:17])[cH:18]1.[NH:27]1[CH2:28][CH2:29][CH:30]([C:31]([NH:32][c:33]2[cH:34][cH:35][cH:36][cH:37][cH:38]2)=[O:39])[CH2:40][CH2:41]1>>[CH3:1][O:2][c:3]1[cH:4][cH:5][c:6]2[c:7]([cH:18]1)[N:8]=[C:9]([CH:10]1[CH2:11][CH2:12][N:13]([CH3:16])[CH2:14][CH2:15]1)[c:21]1[c:20]([cH:25][cH:24][cH:23][cH:22]1)[N:19]2[CH3:26]. Reactants: C(#N)[BH3-].[Na+] (Sodiumcyanoborohydride), CC(=O)C (acetone), C(C)(=O)O (acetic acid), CN1CC2=C(N(C=3C=CC(=CC23)C)CC(C2=CC=NC=C2)N)CC1 (2-(2,8-Dimethyl-1,2,3,4-tetrahydro-pyrido[4,3-b]indol-5-yl)-1-pyridin-4-yl-ethylamine). Run in C(Cl)Cl (DCM), C(Cl)Cl (DCM). Run at time 8 hour. The product is CN1CC2=C(N(C=3C=CC(=CC23)C)CC(C2=CC=NC=C2)NC(C)C)CC1 ([2-(2,8-dimethyl-1,2,3,4-tetrahydro-pyrido[4,3-b]indol-5-yl)-1-pyridin-4-yl-ethyl]-isopropyl-amine). Yield: 53.4%. As a reaction SMILES: [CH3:1][N:2]1[CH2:24][CH2:23][C:5]2[N:6]([CH2:14][CH:15]([NH2:22])[C:16]3[CH:21]=[CH:20][N:19]=[CH:18][CH:17]=3)[C:7]3[CH:8]=[CH:9][C:10]([CH3:13])=[CH:11][C:12]=3[C:4]=2[CH2:3]1.[CH3:25][C:26]([CH3:28])=O.C(O)(=O)C.C([BH3-])#N.[Na+]>C(Cl)Cl>[CH3:1][N:2]1[CH2:24][CH2:23][C:5]2[N:6]([CH2:14][CH:15]([NH:22][CH:26]([CH3:28])[CH3:25])[C:16]3[CH:21]=[CH:20][N:19]=[CH:18][CH:17]=3)[C:7]3[CH:8]=[CH:9][C:10]([CH3:13])=[CH:11][C:12]=3[C:4]=2[CH2:3]1 |f:3.4|. Procedure: 2-(2,8-Dimethyl-1,2,3,4-tetrahydro-pyrido[4,3-b]indol-5-yl)-1-pyridin-4-yl-ethylamine (200 mg, 0.62 mmol) was dissolved in 15 mL DCM, acetone (108 mg, 1.87 mmol), acetic acid (0.5 mL) was added and the reaction mixture was stirred at RT overnight. Sodiumcyanoborohydride (117 mg, 1.87 mmol) was added and stirred at for 1 h. The reaction mixture was diluted with DCM (300 mL) and washed with saturated bicarbonate solution (200 mL). The organic layer was dried over anhydrous sodium sulfate and conce...